The task is: describe an organic reaction: reactants, conditions, products, and yield. This data is from the Open Reaction Database (ORD), a public repository of structured organic reaction records. Reactants: Cl.C(C1=CC=CC=C1)N(C)CC(=O)O ((Benzyl-methyl-amino)-acetic acid hydrochloride salt), C(CCl)Cl (EDC), CN1CCOCC1 (N-methylmorpholine), Cl.CNOC (N,O-Dimethylhydroxylamine hydrochloride). Run in CN(C)C=O (DMF). Reaction conditions: time 16 hour. Yields the product C(C1=CC=CC=C1)N(CC(=O)N(C)OC)C (2-(Benzyl-methyl-amino)-N-methoxy-N-methy-acetamide). Isolated yield 101.2%. Reaction SMILES: Cl.[CH2:2]([N:9]([CH2:11][C:12]([OH:14])=O)[CH3:10])[C:3]1[CH:8]=[CH:7][CH:6]=[CH:5][CH:4]=1.C(Cl)CCl.Cl.[CH3:20][NH:21][O:22][CH3:23].CN1CCOCC1>CN(C=O)C>[CH2:2]([N:9]([CH3:10])[CH2:11][C:12]([N:21]([O:22][CH3:23])[CH3:20])=[O:14])[C:3]1[CH:8]=[CH:7][CH:6]=[CH:5][CH:4]=1 |f:0.1,3.4|. Procedure: (Benzyl-methyl-amino)-acetic acid hydrochloride salt (12 g, 56 mmol, 1.0 equiv) was mixed in DMF (200 mL) along with EDC (10.6 g, 56 mmol, 1.0 equiv) for 15 min. N,O-Dimethylhydroxylamine hydrochloride (6.52 g, 67 mmol, 1.2 equiv) was added to the reaction followed by N-methylmorpholine (34 mL, 334 mmol, 6.0 equiv). The reaction was stirred for 16 h. The DMF was removed in vacuo and the residue was redissolved in 200 mL of EtOAc. The solution was washed once with 200 mL brine. The organic layer ... Starting materials: C=C(CCCCO)CC(C)(C)C (5-methylene-7,7-dimethyloctanol), C(=O)O (formic acid). Run in CCOCC (ether). Conditions: time 24 hour. Yields the product C(=O)OCCCCC(CC(C)(C)C)=C (5-Methylene-7,7-dimethyl-octyl formate). Reaction SMILES: [CH2:1]=[C:2]([CH2:8][C:9]([CH3:12])([CH3:11])[CH3:10])[CH2:3][CH2:4][CH2:5][CH2:6][OH:7].[CH:13](O)=[O:14]>CCOCC>[CH:13]([O:7][CH2:6][CH2:5][CH2:4][CH2:3][C:2](=[CH2:1])[CH2:8][C:9]([CH3:12])([CH3:11])[CH3:10])=[O:14]. Procedure details: 20 mM of 5-methylene-7,7-dimethyloctanol were esterified with 6 ml of concentrated formic acid. The reaction took place at room temperature, under nitrogen and by mixing the ingredients under stirring for 24 h. The mixture was taken up with ether, washed with 2N NaOH, then with water until neutrality. The desired product was obtained after drying, concentration and bulb distillation under reduced pressure. The reactants are C[C@@]1(NC=2N(C(C=C(N2)N2CCOCC2)=O)C1)C(F)(F)F ((2S)-2-methyl-7-(morpholin-4-yl)-2-(trifluoromethyl)-2,3-dihydroimidazo[1,2-a]pyrimidin-5(1H)-one), [H-].[Na+] (sodium hydride), ClC1=C(C(=O)Cl)C=CC=C1 (2-chlorobenzoyl chloride). Run in O1CCCC1 (tetrahydrofuran). Product: ClC1=C(C=CC=C1)C(=O)N1[C@@](CN2C1=NC(=CC2=O)N2CCOCC2)(C(F)(F)F)C ((2S)-1-[(2-chlorophenyl)carbonyl]-2-methyl-7-(morpholin-4-yl)-2-(trifluoromethyl)-2,3-dihydroimidazo[1,2-a]pyrimidin-5(1H)-one). As a reaction SMILES: [CH3:1][C@@:2]1([C:18]([F:21])([F:20])[F:19])[CH2:17][N:5]2[C:6](=[O:16])[CH:7]=[C:8]([N:10]3[CH2:15][CH2:14][O:13][CH2:12][CH2:11]3)[N:9]=[C:4]2[NH:3]1.[H-].[Na+].[Cl:24][C:25]1[CH:33]=[CH:32][CH:31]=[CH:30][C:26]=1[C:27](Cl)=[O:28]>O1CCCC1>[Cl:24][C:25]1[CH:33]=[CH:32][CH:31]=[CH:30][C:26]=1[C:27]([N:3]1[C:4]2=[N:9][C:8]([N:10]3[CH2:11][CH2:12][O:13][CH2:14][CH2:15]3)=[CH:7][C:6](=[O:16])[N:5]2[CH2:17][C@@:2]1([CH3:1])[C:18]([F:21])([F:19])[F:20])=[O:28] |f:1.2|. Procedure: The product can be prepared as described in Example 21, but using 200 mg of (2S)-2-methyl-7-(morpholin-4-yl)-2-(trifluoromethyl)-2,3-dihydroimidazo[1,2-a]pyrimidin-5(1H)-one, 31 mg of sodium hydride at 60% in oil and 115 mg of 2-chlorobenzoyl chloride in 4 ml of tetrahydrofuran. After purification by silica column chromatography (eluent: dichloromethane/methanol: gradient of 100/0 to 97/03), 74 mg of (2S)-1-[(2-chlorophenyl)carbonyl]-2-methyl-7-(morpholin-4-yl)-2-(trifluoromethyl)-2,3-dihydroimi... The reactants are Cl.NCC1=CC(CC2=C(C(=CC=C12)O)O)C1=CC=CC=C1 (1-aminomethyl-5,6-dihydroxy-3-phenyl-3,4-dihydronaphthalene hydrochloride), Cl (hydrogen chloride), C(C)(=O)OC(C)=O (acetic anhydride), 2L, C(C)OCC (diethyl ether). Run at time 48 hour. Product: Cl.C(C)(=O)OC1=C2CC(C=C(C2=CC=C1OC(C)=O)CN)C1=CC=CC=C1 (5,6-bis(acetoxy)-1-aminomethyl-3-phenyl-3,4-dihydronaphthalene hydrochloride). The yield is 29.0%. RXN SMILES: [ClH:1].[NH2:2][CH2:3][C:4]1[C:13]2[C:8](=[C:9]([OH:15])[C:10]([OH:14])=[CH:11][CH:12]=2)[CH2:7][CH:6]([C:16]2[CH:21]=[CH:20][CH:19]=[CH:18][CH:17]=2)[CH:5]=1.Cl.C([O:25][CH2:26][CH3:27])C.[C:28](OC(=O)C)(=[O:30])[CH3:29]>>[ClH:1].[C:28]([O:15][C:9]1[C:10]([O:14][C:26](=[O:25])[CH3:27])=[CH:11][CH:12]=[C:13]2[C:8]=1[CH2:7][CH:6]([C:16]1[CH:17]=[CH:18][CH:19]=[CH:20][CH:21]=1)[CH:5]=[C:4]2[CH2:3][NH2:2])(=[O:30])[CH3:29] |f:0.1,5.6|. Procedure details: A suspension of 7.6 g (25 mmol) of 1-aminomethyl-5,6-dihydroxy-3-phenyl-3,4-dihydronaphthalene hydrochloride (Example 2B) in 400 mL of acetic anhydride saturated with anhydrous hydrogen chloride was stirred at ambient temperature for 48 h. Approximately 2L of diethyl ether was added and a solid was collected by filtration and washed with diethyl ether. Crystallization of the crude material (6.7 g) was achieved by dissolving the powder in 400 mL of hot ethanol, adding 100 mL of water, filtering t... Yields the product C(C)(C)(C)C=1C=C(N(N1)C1=CC(=CC=C1)OCCCO)NC(=O)NC1=CC=C(C=C1)OC1=CC=NC=C1 (1-{5-tert-Butyl-2-[3-(3-hydroxy-propoxy)-phenyl]-2H-pyrazol-3-yl}-3-[4-(pyridin-4-yloxy)-phenyl]-urea). Run in C1CCOC1 (THF). The reactants are C1(=CC=CC=C1)OC(NC=1N(N=C(C1)C(C)(C)C)C1=CC(=CC=C1)OCCCO)=O ({5-tert-butyl-2-[3-(3-hydroxy-propoxy)-phenyl]-2H-pyrazol-3-yl}-carbamic acid phenyl ester), N1=CC=C(C=C1)OC1=CC=C(C=C1)N (4-(pyridin-4-yloxy)-phenylamine). Procedure: To a solution of {5-tert-butyl-2-[3-(3-hydroxy-propoxy)-phenyl]-2H-pyrazol-3-yl}-carbamic acid phenyl ester (200 mg, 0.49 mmol) in THF was added 4-(pyridin-4-yloxy)-phenylamine (109 mg, 0.59 mmol). The reaction mixture was heated at 60° C. for 16 h. The reaction mixture was cooled to room temperature, concentrated at reduced pressure, and the residue was dissolved in DMF and methanol. The product was isolated by preparative HPLC, and the HPLC fraction containing the desired product was concentra... Reaction SMILES: C1(O[C:8](=[O:30])[NH:9][C:10]2[N:11]([C:19]3[CH:24]=[CH:23][CH:22]=[C:21]([O:25][CH2:26][CH2:27][CH2:28][OH:29])[CH:20]=3)[N:12]=[C:13]([C:15]([CH3:18])([CH3:17])[CH3:16])[CH:14]=2)C=CC=CC=1.[N:31]1[CH:36]=[CH:35][C:34]([O:37][C:38]2[CH:43]=[CH:42][C:41]([NH2:44])=[CH:40][CH:39]=2)=[CH:33][CH:32]=1>C1COCC1>[C:15]([C:13]1[CH:14]=[C:10]([NH:9][C:8]([NH:44][C:41]2[CH:40]=[CH:39][C:38]([O:37][C:34]3[CH:35]=[CH:36][N:31]=[CH:32][CH:33]=3)=[CH:43][CH:42]=2)=[O:30])[N:11]([C:19]2[CH:24]=[CH:23][CH:22]=[C:21]([O:25][CH2:26][CH2:27][CH2:28][OH:29])[CH:20]=2)[N:12]=1)([CH3:17])([CH3:18])[CH3:16]. Reaction conditions: temperature 60 celsius. Reactants: FC(C=1C=C(C=C(C1)C(F)(F)F)[C@@H]1C[C@@H](N(C(O1)=O)CC1=NC(=CC=C1C1=C(C=C(C(=C1)C(C)C)F)OC)C(=C)C)C)(F)F ((4S,6S)-6-[3,5-bis(trifluoromethyl)phenyl]-3-{[3-(4-fluoro-5-isopropyl-2-methoxyphenyl)-6-isopropenylpyridin-2-yl]methyl}-4-methyl-1,3-oxazinan-2-one), [H][H] (hydrogen). Reagents/catalysts: [Pd] (Pd/C). The solvent is CCO (EtOH). Run at time 1 hour. Product: FC(C=1C=C(C=C(C1)C(F)(F)F)[C@@H]1C[C@@H](N(C(O1)=O)CC1=NC(=CC=C1C1=C(C=C(C(=C1)C(C)C)F)OC)C(C)C)C)(F)F ((4S,6S)-6-[3,5-bis(trifluoromethyl)phenyl]-3-{[3-(4-fluoro-5-isopropyl-2-methoxyphenyl)-6-isopropylpyridin-2-yl]methyl}-4-methyl-1,3-oxazinan-2-one). As a reaction SMILES: [F:1][C:2]([F:44])([F:43])[C:3]1[CH:4]=[C:5]([C@H:13]2[O:18][C:17](=[O:19])[N:16]([CH2:20][C:21]3[C:26]([C:27]4[CH:32]=[C:31]([CH:33]([CH3:35])[CH3:34])[C:30]([F:36])=[CH:29][C:28]=4[O:37][CH3:38])=[CH:25][CH:24]=[C:23]([C:39]([CH3:41])=[CH2:40])[N:22]=3)[C@@H:15]([CH3:42])[CH2:14]2)[CH:6]=[C:7]([C:9]([F:12])([F:11])[F:10])[CH:8]=1.[H][H]>CCO.[Pd]>[F:12][C:9]([F:10])([F:11])[C:7]1[CH:6]=[C:5]([C@H:13]2[O:18][C:17](=[O:19])[N:16]([CH2:20][C:21]3[C:26]([C:27]4[CH:32]=[C:31]([CH:33]([CH3:35])[CH3:34])[C:30]([F:36])=[CH:29][C:28]=4[O:37][CH3:38])=[CH:25][CH:24]=[C:23]([CH:39]([CH3:41])[CH3:40])[N:22]=3)[C@@H:15]([CH3:42])[CH2:14]2)[CH:4]=[C:3]([C:2]([F:1])([F:43])[F:44])[CH:8]=1. Reported procedure: A solution of (4S,6S)-6-[3,5-bis(trifluoromethyl)phenyl]-3-{[3-(4-fluoro-5-isopropyl-2-methoxyphenyl)-6-isopropenylpyridin-2-yl]methyl}-4-methyl-1,3-oxazinan-2-one (Example 5, 8.0 mg, 0.011 mmol) in EtOH (2 mL) was charged with hydrogen at 1 atm with catalytic amount of Pd/C. The mixture was stirred at room temperature for 1 h. The mixture was filtered through Celite and concentrated. The title compound was obtained after flash chromatography on silica gel using EtOAc:hexane 10:90 as the elute t... Starting materials: ClC=1C(=C(C(=C(C1F)F)F)C(F)(F)F)F (3-chloro-2,4,5,6-tetrafluorobenzotrifluoride), [H][H] (hydrogen), C(C)(=O)[O-].[Na+] (sodium acetate). The reagents and catalysts are [Pd] (palladium). The solvent is C(C)(=O)O (acetic acid). Yields the product FC1=C(C(=CC(=C1F)F)F)C(F)(F)F (2,3,4,6-tetrafluorobenzotrifluoride). The yield is 96.3%. Reaction SMILES: Cl[C:2]1[C:3]([F:15])=[C:4]([C:11]([F:14])([F:13])[F:12])[C:5]([F:10])=[C:6]([F:9])[C:7]=1[F:8].C([O-])(=O)C.[Na+].[H][H]>C(O)(=O)C.[Pd]>[F:10][C:5]1[C:6]([F:9])=[C:7]([F:8])[CH:2]=[C:3]([F:15])[C:4]=1[C:11]([F:14])([F:13])[F:12] |f:1.2|. Procedure details: 252.5 g (1 mol) of 3-chloro-2,4,5,6-tetrafluorobenzotrifluoride (cf., for example, Zh. obshch. Khim., 37, 1686-1687 [1967]) and 86 g (1.05 mol) of sodium acetate in 1000 ml of glacial acetic acid are hydrogenated in the presence of 10 g of palladium-on-activated charcoal (5% strength) at a hydrogen pressure of 30 to 50 bar and 120° C. to constant pressure. For working-up, the catalyst is removed from the cold reaction mixture by filtration, and the residue is distilled. 210 g (96% of theory) of ... The reactants are BrC=1C=NC=2N(C1)N=C(C2)C(=O)N2C(C1=C(CC2)C=CN1)C ((6-Bromo-pyrazolo[1,5-a]pyrimidin-2-yl)-(7-methyl-1,4,5,7-tetrahydro-pyrrolo[2,3-c]pyridin-6-yl)-methanone), CC1NCCC2=C1N=C(O2)C(F)(F)F (4-methyl-2-trifluoromethyl-4,5,6,7-tetrahydrooxazolo[4,5-c]pyridine). Product: BrC=1C=NC=2N(C1)N=C(C2)C(=O)N2C(C1=C(CC2)OC(=N1)C(F)(F)F)C ((6-Bromo-pyrazolo[1,5-a]pyrimidin-2-yl)-(4-methyl-2-trifluoromethyl-6,7-dihydro-4H-oxazolo[4,5-c]pyridin-5-yl)-methanone). As a reaction SMILES: [Br:1][C:2]1[CH:3]=[N:4][C:5]2[N:6]([N:8]=[C:9]([C:11](N3CCC4C=CNC=4C3C)=[O:12])[CH:10]=2)[CH:7]=1.[CH3:23][CH:24]1[C:29]2[N:30]=[C:31]([C:33]([F:36])([F:35])[F:34])[O:32][C:28]=2[CH2:27][CH2:26][NH:25]1>>[Br:1][C:2]1[CH:3]=[N:4][C:5]2[N:6]([N:8]=[C:9]([C:11]([N:25]3[CH2:26][CH2:27][C:28]4[O:32][C:31]([C:33]([F:36])([F:34])[F:35])=[N:30][C:29]=4[CH:24]3[CH3:23])=[O:12])[CH:10]=2)[CH:7]=1. Procedure details: (6-Bromo-pyrazolo[1,5-a]pyrimidin-2-yl)-(7-methyl-1,4,5,7-tetrahydro-pyrrolo[2,3-c]pyridin-6-yl)-methanone is reacted with 4-methyl-2-trifluoromethyl-4,5,6,7-tetrahydrooxazolo[4,5-c]pyridine to provide the title compound. Starting materials: ClC1=NC=CC(=N1)Cl (2,4-dichloropyrimidine), CN1CCNCC1 (1-methylpiperazine). The solvent is CCO (EtOH). Run at time 8 hour. Product: ClC1=NC=CC(=N1)N1CCN(CC1)C (2-chloro-4-(4-methyl-piperazin-1-yl)-pyrimidine). As a reaction SMILES: [Cl:1][C:2]1[N:7]=[C:6](Cl)[CH:5]=[CH:4][N:3]=1.[CH3:9][N:10]1[CH2:15][CH2:14][NH:13][CH2:12][CH2:11]1>CCO>[Cl:1][C:2]1[N:7]=[C:6]([N:13]2[CH2:14][CH2:15][N:10]([CH3:9])[CH2:11][CH2:12]2)[CH:5]=[CH:4][N:3]=1. Reported procedure: To a solution of 2,4-dichloropyrimidine (740 mg, 5 mmol) in EtOH (15 mL) was slowly added 1-methylpiperazine (550 mg, 5.5 mmol). The resulting mixture was stirred at room temperature overnight, then was concentrated, diluted with water, and extracted with CH2Cl2. The organic layer was dried and concentrated to yield 2-chloro-4-(4-methyl-piperazin-1-yl)-pyrimidine. Reaction SMILES: [CH2:1]([O:8][C:9]1[CH:18]=[C:17]2[C:12]([C:13](Cl)=[C:14]([N+:19]([O-:21])=[O:20])[CH:15]=[N:16]2)=[CH:11][CH:10]=1)[C:2]1[CH:7]=[CH:6][CH:5]=[CH:4][CH:3]=1.[NH2:23][CH2:24][C:25]([NH2:28])([CH3:27])[CH3:26].C(N)C(C)C>>[NH2:28][C:25]([CH3:27])([CH3:26])[CH2:24][NH:23][C:13]1[C:12]2[C:17](=[CH:18][C:9]([O:8][CH2:1][C:2]3[CH:7]=[CH:6][CH:5]=[CH:4][CH:3]=3)=[CH:10][CH:11]=2)[N:16]=[CH:15][C:14]=1[N+:19]([O-:21])=[O:20]. Procedure details: 7-Benzyloxy-4-chloro-3-nitroquinoline (14.5 g, 46.0 mmol), prepared as described in Parts A-D of Example 1, was treated according to the general method described in Part E of Example 1. 1,2-Diamino-2-methylpropane (5.29 mL, 50.6 mmol) was used in lieu of isobutylamine. After the work-up, the crude product was passed through a layer of silica gel (eluting sequentially with chloroform and 96:4 chloroform:methanol) to provide 12.4 g of (2-amino-2-methylpropyl)(7-benzyloxy-3-nitroquinolin-4-yl)amine... The product is NC(CNC1=C(C=NC2=CC(=CC=C12)OCC1=CC=CC=C1)[N+](=O)[O-])(C)C ((2-amino-2-methylpropyl)(7-benzyloxy-3-nitroquinolin-4-yl)amine). Reactants: C(C1=CC=CC=C1)OC1=CC=C2C(=C(C=NC2=C1)[N+](=O)[O-])Cl (7-Benzyloxy-4-chloro-3-nitroquinoline), crude product, NCC(C)(C)N (1,2-Diamino-2-methylpropane), C(C(C)C)N (isobutylamine). Isolated yield 73.6%.